Dataset: the Open Reaction Database (ORD), a public repository of structured organic reaction records. Task: describe an organic reaction: reactants, conditions, products, and yield Starting materials: BrCC=C (3-bromoprop-1-ene), ( 1 ), C[Si](C)(C)[N-][Si](C)(C)C.[Na+] (NaHMDS), FC1=CC=C(C=C1)CC(=O)O (2-(4-fluorophenyl)acetic acid). Run in C1CCOC1 (THF). Reaction conditions: temperature 0 celsius, time 20 minute. Yields the product FC1=CC=C(C=C1)C(C(=O)O)CC=C (2-(4-fluorophenyl)pent-4-enoic acid). The yield is 43.2%. RXN SMILES: C[Si]([N-][Si](C)(C)C)(C)C.[Na+].[F:11][C:12]1[CH:17]=[CH:16][C:15]([CH2:18][C:19]([OH:21])=[O:20])=[CH:14][CH:13]=1.Br[CH2:23][CH:24]=[CH2:25]>C1COCC1>[F:11][C:12]1[CH:13]=[CH:14][C:15]([CH:18]([CH2:25][CH:24]=[CH2:23])[C:19]([OH:21])=[O:20])=[CH:16][CH:17]=1 |f:0.1|. Reported procedure: Step AA (1): NaHMDS (1.0 M in THF, 46.7 mL, 46.7 mmol) was added to a stirred solution of 2-(4-fluorophenyl)acetic acid (3.6 g, 23.4 mmol) in THF (50 mL) at 0° C. The resulting mixture was stirred for 20 min at 0° C. and neat 3-bromoprop-1-ene (2.02 mL, 23.4 mmol) was added. The mixture was allowed to warm to rt. After 16 hr, the reaction was quenched with water (3 mL). The crude mixture was concentrated in vacuo. Aqueous NaOH (1 M, 150 mL) was added to the residue and the resulting mixture was ... The reactants are [H-].[Na+] (NaH), [NH4+].[Cl-] (NH4Cl), CCOC(=O)C(C)P(=O)(OCC)OCC (Triethyl 2-phosphonopropionate), C1(=CC=CC=C1)N1C(=CC=C1)C=O (1-Phenylpyrrole-2-carbaldehyde). Run in C1CCOC1 (THF), C1CCOC1 (THF), C1CCOC1 (THF). Run at time 1 hour. Yields the product C/C(/C(=O)OCC)=C/C=1N(C=CC1)C1=CC=CC=C1 (Ethyl[2Z]-2-methyl-3-[1-phenylpyrrol-2-yl]prop-2-enoate). RXN SMILES: [CH3:1][CH2:2][O:3][C:4]([CH:6](P(OCC)(OCC)=O)[CH3:7])=[O:5].[H-].[Na+].[C:18]1([N:24]2[CH:28]=[CH:27][CH:26]=[C:25]2[CH:29]=O)[CH:23]=[CH:22][CH:21]=[CH:20][CH:19]=1.[NH4+].[Cl-]>C1COCC1>[CH3:7]/[C:6](=[CH:29]/[C:25]1[N:24]([C:18]2[CH:19]=[CH:20][CH:21]=[CH:22][CH:23]=2)[CH:28]=[CH:27][CH:26]=1)/[C:4]([O:3][CH2:2][CH3:1])=[O:5] |f:1.2,4.5|. Reported procedure: Triethyl 2-phosphonopropionate (0.714 mol, 153 ml) was dissolved in THF (75 ml) and added slowly to NaH (1.0 mol, 24.3 g) in THF (60 ml) at 0° C. The mixture was slowly warmed to room temperature and stirring was continued for 1 h after gas evolution had ceased. The temperature was lowered to −10° C. and a solution of the above described 1-Phenylpyrrole-2-carbaldehyde (0.665 mol, 113.0 g) in 200 ml of THF was added dropwise. The flask and contents were warmed to room temperature over a 30 minute... Reactants: [N-]=[N+]=[N-].[Na+] (sodium azide), CC1(OC2=CC=C(C=C2CC1CCOS(=O)(=O)C1=CC=C(C=C1)C)F)C (2,2-dimethyl-6-fluoro-3-[2-(4-toluenesulfonyloxy)-ethyl]-chroman). Solvent: O (water), C(C)O (ethanol). Yields the product N(=[N+]=[N-])CCC1C(OC2=CC=C(C=C2C1)F)(C)C (3-(2-azidoethyl)-2,2-dimethyl-6-fluoro-chroman). Reaction SMILES: [N-:1]=[N+:2]=[N-:3].[Na+].[CH3:5][C:6]1([CH3:30])[CH:15]([CH2:16][CH2:17]OS(C2C=CC(C)=CC=2)(=O)=O)[CH2:14][C:13]2[C:8](=[CH:9][CH:10]=[C:11]([F:29])[CH:12]=2)[O:7]1>O.C(O)C>[N:1]([CH2:17][CH2:16][CH:15]1[CH2:14][C:13]2[C:8](=[CH:9][CH:10]=[C:11]([F:29])[CH:12]=2)[O:7][C:6]1([CH3:5])[CH3:30])=[N+:2]=[N-:3] |f:0.1|. Procedure: A solution of 1.62 g (24.9 mmol) of sodium azide in 10 ml of water is added to a solution of 6.3 g (16.6 mmol) of 2,2-dimethyl-6-fluoro-3-[2-(4-toluenesulfonyloxy)-ethyl]-chroman in 100 ml of ethanol. The mixture is boiled under reflux for 18 hours. After cooling, the ethanol is evaporated off in vacuo and water is added to the residue. The aqueous mixture is extracted with diethyl ether. The combined organic phases are washed with water, dried over sodium sulfate and concentrated by evaporation... Reactants: ClC(=O)OCC (Ethyl chloroformate), C(C1=CC=CC=C1)N1CC(C(C(C1)C)=O)C (1-benzyl-3,5-dimethyl-4-piperidinone). Solvent: C1=CC=CC=C1 (benzene). Run at time 6 hour. The product is C(=O)(OCC)N1CC(C(C(C1)C)=O)C (1-carbethoxy-3,5-dimethyl-4-piperidinone). Reaction SMILES: Cl[C:2]([O:4][CH2:5][CH3:6])=[O:3].C([N:14]1[CH2:19][CH:18]([CH3:20])[C:17](=[O:21])[CH:16]([CH3:22])[CH2:15]1)C1C=CC=CC=1>C1C=CC=CC=1>[C:2]([N:14]1[CH2:19][CH:18]([CH3:20])[C:17](=[O:21])[CH:16]([CH3:22])[CH2:15]1)([O:4][CH2:5][CH3:6])=[O:3]. Procedure: Ethyl chloroformate (10.0 g, 90 mmol) was added to a stirred solution of 1-benzyl-3,5-dimethyl-4-piperidinone (5.0 g, 24 mmol) in benzene (20 ml), refluxed with stirring for 6 hr and concentrated to dryness to give 1-carbethoxy-3,5-dimethyl-4-piperidinone as oil. Yield 4.51 g (90%), C10H17NO3, m/z 200 (M+1). Starting materials: ClC1=NC2=CC(=CC(=C2C(=C1C)Cl)F)F (2,4-dichloro-5,7-difluoro-3-methylquinoline), CN1C=CC2=CC(=CC=C12)B1OC(C)(C)C(C)(C)O1 (1-methylindole-5-boronic acid pinacol ester), C([O-])([O-])=O.[K+].[K+] (potassium carbonate), palladium tetrakistriphenylphosphine. Solvent: C1(=CC=CC=C1)C (toluene). Run at temperature 100 celsius, time 16 hour. Yields the product ClC1=C(C(=NC2=CC(=CC(=C12)F)F)C=1C=C2C=CN(C2=CC1)C)C (4-chloro-5,7-difluoro-3-methyl-2-(1-methyl-1H-indol-5-yl)quinoline). Reaction SMILES: Cl[C:2]1[C:11]([CH3:12])=[C:10]([Cl:13])[C:9]2[C:4](=[CH:5][C:6]([F:15])=[CH:7][C:8]=2[F:14])[N:3]=1.[CH3:16][N:17]1[C:25]2[C:20](=[CH:21][C:22](B3OC(C)(C)C(C)(C)O3)=[CH:23][CH:24]=2)[CH:19]=[CH:18]1.C(=O)([O-])[O-].[K+].[K+]>C1(C)C=CC=CC=1>[Cl:13][C:10]1[C:9]2[C:4](=[CH:5][C:6]([F:15])=[CH:7][C:8]=2[F:14])[N:3]=[C:2]([C:22]2[CH:21]=[C:20]3[C:25](=[CH:24][CH:23]=2)[N:17]([CH3:16])[CH:18]=[CH:19]3)[C:11]=1[CH3:12] |f:2.3.4|. Procedure: To a stirred solution of 2,4-dichloro-5,7-difluoro-3-methylquinoline (1.0 g, 4.03 mmol) in toluene (8.1 mL) was added 1-methylindole-5-boronic acid pinacol ester (1.037 g, 4.03 mmol), potassium carbonate (1.67 g, 12.09 mmol) and palladium tetrakistriphenylphosphine (0.466 g, 0.403 mmol). The reaction was stirred at 100° C. and stirring continued for 16 h. The reaction mixture was cooled to rt and concentrated in vacuo. The crude material was purified by column chromatography on silica gel, eluti... The reactants are O1CCN(CC1)C1=NC=C(C=C1N)N1CCOCC1 (2,5-dimorpholinopyridin-3-amine), O1CCOCC1 (1,4-dioxane), CN1CCCC1=O (NMP), ClC1=C(C(=NC2=CC=CC=C12)C1=NC=CC=C1)C (4-chloro-3-methyl-2-(pyridin-2-yl)quinoline), Cl (hydrogen chloride). Reaction conditions: temperature 165 celsius. The product is N1(CCOCC1)C1=NC=C(C=C1NC1=C(C(=NC2=CC=CC=C12)C1=NC=CC=C1)C)N1CCOCC1 (N-(2,5-di-4-morpholinyl-3-pyridinyl)-3-methyl-2-(2-pyridinyl)-4-quinolinamine). As a reaction SMILES: [O:1]1[CH2:6][CH2:5][N:4]([C:7]2[C:12]([NH2:13])=[CH:11][C:10]([N:14]3[CH2:19][CH2:18][O:17][CH2:16][CH2:15]3)=[CH:9][N:8]=2)[CH2:3][CH2:2]1.Cl[C:21]1[C:30]2[C:25](=[CH:26][CH:27]=[CH:28][CH:29]=2)[N:24]=[C:23]([C:31]2[CH:36]=[CH:35][CH:34]=[CH:33][N:32]=2)[C:22]=1[CH3:37].Cl.O1CCOCC1.CN1C(=O)CCC1>>[N:4]1([C:7]2[C:12]([NH:13][C:21]3[C:30]4[C:25](=[CH:26][CH:27]=[CH:28][CH:29]=4)[N:24]=[C:23]([C:31]4[CH:36]=[CH:35][CH:34]=[CH:33][N:32]=4)[C:22]=3[CH3:37])=[CH:11][C:10]([N:14]3[CH2:15][CH2:16][O:17][CH2:18][CH2:19]3)=[CH:9][N:8]=2)[CH2:5][CH2:6][O:1][CH2:2][CH2:3]1. Procedure: Prepared according to Procedure K, method 2 using 2,5-dimorpholinopyridin-3-amine (63.5 mg, 0.24 mmol; described herein), 4-chloro-3-methyl-2-(pyridin-2-yl)quinoline (61.2 mg, 0.24 mmol; described herein), 4.0M hydrogen chloride in 1,4-dioxane (60 μL, 0.24 mmol), and NMP (280 μL, 2.9 mmol), and heating in a microwave at 165° C. for 3 h. Purification afforded N-(2,5-di-4-morpholinyl-3-pyridinyl)-3-methyl-2-(2-pyridinyl)-4-quinolinamine as a yellow solid. 1H NMR (400 MHz, chloroform-d) δ ppm 8.74 ... Starting materials: C(CCC)O\N=[N+](/[O-])\N1[C@@H](CCC1)CO ({(2S)-1-[(Z)-1-butoxy-NNO-azoxy]pyrrolidin-2-yl}methanol), I(=O)(=O)(=O)[O-].[Na+] (sodium periodate). The reagents and catalysts are O.[Ru](Cl)(Cl)Cl (ruthenium(III) chloride hydrate). Solvent: CC#N.C(Cl)(Cl)(Cl)Cl.O (CH3CN CCl4 H2O). Yields the product C(CCC)O\N=[N+](/[O-])\N1[C@H](C(=O)O)CCC1 (1-[(Z)-butoxy-NNO-azoxy]-L-proline). As a reaction SMILES: [CH2:1]([O:5]/[N:6]=[N+:7](/[N:9]1[CH2:13][CH2:12][CH2:11][C@H:10]1[CH2:14][OH:15])\[O-:8])[CH2:2][CH2:3][CH3:4].I([O-])(=O)(=O)=[O:17].[Na+]>CC#N.C(Cl)(Cl)(Cl)Cl.O.O.[Ru](Cl)(Cl)Cl>[CH2:1]([O:5]/[N:6]=[N+:7](/[N:9]1[CH2:13][CH2:12][CH2:11][C@H:10]1[C:14]([OH:17])=[O:15])\[O-:8])[CH2:2][CH2:3][CH3:4] |f:1.2,3.4.5,6.7|. Procedure: To a solution of {(2S)-1-[(Z)-1-butoxy-NNO-azoxy]pyrrolidin-2-yl}methanol (360 mg, 1.66 mmol) and sodium periodate (1.06 g, 4.97 mmol) in 17.5 mL of CH3CN/CCl4/H2O (2:2:3) was added ruthenium(III) chloride hydrate (34 mg, 1.66 mmol). After stirring at rt over night, the mixture was extracted with CH2Cl2 (3×50 mL), dried over MgSO4 and concentrated to give the title product, which was used directly. The reactants are ClC1=CC(=C(C=N1)NC)C1=C(C=CC=C1)C (6-Chloro-N-methyl-4-o-tolylpyridin-3-amine), [OH-].[Na+] (NaOH), CO (CH3OH), Cl (HCl). The product is COC1=CC(=C(C=N1)NC)C1=C(C=CC=C1)C (6-Methoxy-N-methyl-4-o-tolylpyridin-3-amine), solid. The yield is 78.0%. Reaction SMILES: Cl[C:2]1[N:7]=[CH:6][C:5]([NH:8][CH3:9])=[C:4]([C:10]2[CH:15]=[CH:14][CH:13]=[CH:12][C:11]=2[CH3:16])[CH:3]=1.[OH-:17].[Na+].Cl.[CH3:20]O>>[CH3:20][O:17][C:2]1[N:7]=[CH:6][C:5]([NH:8][CH3:9])=[C:4]([C:10]2[CH:15]=[CH:14][CH:13]=[CH:12][C:11]=2[CH3:16])[CH:3]=1 |f:1.2|. Reported procedure: 6-Chloro-N-methyl-4-o-tolylpyridin-3-amine (150 mg, 0.645 mmol, prepared as described in WO2005/002577) in a 10% NaOH solution in CH3OH (300 mg NaOH in 3 mL CH3OH) was heated to 160° C. for 3 hours. After cooling, the reaction mixture was neutralized with 6M aqueous HCl and extracted three times with EtOAc. The combined organic layers were washed with brine and dried over MgSO4. Filtration followed by removal of volatiles in vacuo gave a gummy oil. The desired compound was isolated by flash chro... Starting materials: C(#N)C=1SC2=C(N1)C=CC(=C2C#N)/N=C/N(C)C ((E)-N′-(2,7-dicyanobenzo[d]thiazol-6-yl)-N,N-dimethylformimidamide), CN(C1=CC=C(C=C1)N)C (N,N-dimethyl-p-phenylene-diamine), [K+].[Br-] (KBr). The solvent is C(Cl)Cl.CCOC(=O)C (DCM EtOAc). Yields the product CN(C1=CC=C(C=C1)NC1=NC=NC2=CC=C3C(=C12)SC(=N3)C#N)C (9-(4-(Dimethylamino)phenylamino)thiazolo[5,4-f]quinazoline-2-carbonitrile). The yield is 25.0%. As a reaction SMILES: [C:1]([C:3]1[S:4][C:5]2[C:11]([C:12]#[N:13])=[C:10](/[N:14]=[CH:15]/[N:16](C)C)[CH:9]=[CH:8][C:6]=2[N:7]=1)#[N:2].[CH3:19][N:20]([CH3:28])[C:21]1[CH:26]=[CH:25][C:24](N)=[CH:23][CH:22]=1.[K+].[Br-]>C(Cl)Cl.CCOC(C)=O>[CH3:19][N:20]([CH3:28])[C:21]1[CH:26]=[CH:25][C:24]([NH:13][C:12]2[C:11]3[C:10](=[CH:9][CH:8]=[C:6]4[N:7]=[C:3]([C:1]#[N:2])[S:4][C:5]4=3)[N:14]=[CH:15][N:16]=2)=[CH:23][CH:22]=1 |f:2.3,4.5|. Procedure: Prepared from VII and N,N-dimethyl-p-phenylene-diamine. Flash chromatography eluent (DCM-EtOAc, 8:2). Yield: 25%; yellow solid; mp>260° C.; IR (KBr) νmax/cm−1 3293, 2228, 1609, 1572, 1523, 1460, 1368, 1274, 1229, 1204, 1188, 1163, 1141, 1058, 1009, 948, 842, 811; 1H NMR (300 MHz, DMSO-d6) δ 8.52 (d, 1H, J=9.0 Hz), 8.16 (s, 1H), 7.86 (d, 1H, J=9.0 Hz), 7.37 (d, 2H, J=8.7 Hz), 6.92 (d, 2H, J=8.7 Hz), 3.00 (s, 6H); HRMS calcd for C18H15N6S (M+H+): 347.1079, found 347.1066. Product: Br, CN1CCc2cc(F)c(O)cc2C1C1(c2ccccc2Cl)CC1. The reactants are Br, CC(=O)O, COc1cc2c(cc1F)CCN(C)C2C1(c2ccccc2Cl)CC1. RXN SMILES: [BrH:25].[CH3:26][C:27](=[O:28])[OH:29].[Cl:1][c:2]1[c:3]([C:8]2([CH:11]3[N:12]([CH3:24])[CH2:13][CH2:14][c:15]4[cH:16][c:17]([F:23])[c:18]([O:21][CH3:22])[cH:19][c:20]43)[CH2:9][CH2:10]2)[cH:4][cH:5][cH:6][cH:7]1>>[BrH:25].[Cl:1][c:2]1[c:3]([C:8]2([CH:11]3[N:12]([CH3:24])[CH2:13][CH2:14][c:15]4[cH:16][c:17]([F:23])[c:18]([OH:21])[cH:19][c:20]43)[CH2:9][CH2:10]2)[cH:4][cH:5][cH:6][cH:7]1.